Dataset: the Open Reaction Database (ORD), a public repository of structured organic reaction records. Task: describe an organic reaction: reactants, conditions, products, and yield The reactants are C(C)NC1=CC=CC=C1 (N-ethylaniline), C(C)(C)N(C(C)C)[SiH3] (di-isopropylaminosilane). Conditions: time 24 hour. Product: C1(=CC=CC=C1)CCN[SiH3] (phenylethylaminosilane). Reaction SMILES: C(N[C:4]1[CH:9]=[CH:8][CH:7]=[CH:6][CH:5]=1)C.[CH:10]([N:13]([SiH3:17])C(C)C)(C)[CH3:11]>>[C:4]1([CH2:11][CH2:10][NH:13][SiH3:17])[CH:5]=[CH:6][CH:7]=[CH:8][CH:9]=1. Procedure: In a 500 ml Schlenk flask, 60.5 g (0.5 mol) N-ethylaniline and 131 g (1.0 mol) di-isopropylaminosilane were stirred at ambient temperature under a nitrogen atmosphere for 24 hours. The relatively lower boiling point by-product di-isopropylamine was removed with vacuum at a pressure of 20 mmHg and room temperature (25° C.). The reaction mixture was stirred for another 24 hours. The end-product phenylethylaminosilane was obtained by vacuum distillation. The end-product was characterized by mass sp... The product is C(CC)OCCCCCCN1CCC(CC1)=NO (1-(6-Propoxyhexyl)-4-piperidone oxime). Procedure: 1-(6-Propoxyhexyl)-4-piperidone oxime is prepared from 1-(6-propoxyhexyl)-4-piperidone and hydroxylamine hydrochloride essentially as described above in Example 38, Scheme C, step b. Reaction SMILES: [CH2:1]([O:4][CH2:5][CH2:6][CH2:7][CH2:8][CH2:9][CH2:10][N:11]1[CH2:16][CH2:15][C:14](=O)[CH2:13][CH2:12]1)[CH2:2][CH3:3].Cl.[NH2:19][OH:20]>>[CH2:1]([O:4][CH2:5][CH2:6][CH2:7][CH2:8][CH2:9][CH2:10][N:11]1[CH2:16][CH2:15][C:14](=[N:19][OH:20])[CH2:13][CH2:12]1)[CH2:2][CH3:3] |f:1.2|. The reactants are C(CC)OCCCCCCN1CCC(CC1)=O (1-(6-propoxyhexyl)-4-piperidone), Cl.NO (hydroxylamine hydrochloride). Starting materials: C(C)(C)(C)OC(=O)NCCC1CNC1 (3-(N-tert-butyloxycarbonylaminoethyl) azetidine), C(C)(C)(C)OC(=O)NCC1CN(C1)C(NC(=O)OCC1=CC=CC=C1)=N (3-(N-tert-butyloxycarbonylaminomethyl)-1-(N-benzyloxycarbon ylamidino) azetidine). Product: C(C)(C)(C)OC(=O)NCCC1CN(C1)C(NC(=O)OCC1=CC=CC=C1)=N (3-(N-tert-butyloxycarbonylaminoethyl)-1-(N-benzyloxycarbonylamidino) azetidine). Reaction SMILES: [C:1]([O:5][C:6]([NH:8][CH2:9][CH2:10][CH:11]1[CH2:14][NH:13][CH2:12]1)=[O:7])([CH3:4])([CH3:3])[CH3:2].C(OC(NCC1C[N:26]([C:28](=N)[NH:29][C:30]([O:32][CH2:33][C:34]2[CH:39]=[CH:38][CH:37]=[CH:36][CH:35]=2)=[O:31])C1)=O)(C)(C)C>>[C:1]([O:5][C:6]([NH:8][CH2:9][CH2:10][CH:11]1[CH2:12][N:13]([C:28](=[NH:26])[NH:29][C:30]([O:32][CH2:33][C:34]2[CH:35]=[CH:36][CH:37]=[CH:38][CH:39]=2)=[O:31])[CH2:14]1)=[O:7])([CH3:4])([CH3:2])[CH3:3]. Reported procedure: The title compound was prepared from 3-(N-tert-butyloxycarbonylaminoethyl) azetidine according the procedure for 3-(N-tert-butyloxycarbonylaminomethyl)-1-(N-benzyloxycarbon ylamidino) azetidine, in a yield of 0.090 g (34%). Starting materials: C(C1=CC=CC=C1)(=O)NC1=C2N=CN(C2=NC=N1)[C@H]1[C@H](O)[C@@H]([C@H](O1)C(=O)O)NC([C@@H](NC(=O)OCC1=CC=CC=C1)C)=O (1-(6-Benzoylamino-9H-purin-9-yl)-3-(N-benzyloxycarbonyl-L-alanylamino)-1,3-dideoxy-β-D-ribofuranuronic acid), C(CCC)N (n-butylamine). The product is NC1=C2N=CN(C2=NC=N1)[C@H]1[C@H](O)[C@@H]([C@H](O1)C(=O)O)NC([C@@H](NC(=O)OCC1=CC=CC=C1)C)=O (1-(6-Amino-9H-purin-9-yl)-3-(N-benzyloxycarbonyl-L-alanylamino)-1,3-dideoxy-β-D-ribofuranuronic acid). Isolated yield 82.4%. RXN SMILES: C([NH:9][C:10]1[N:18]=[CH:17][N:16]=[C:15]2[C:11]=1[N:12]=[CH:13][N:14]2[C@@H:19]1[O:24][C@H:23]([C:25]([OH:27])=[O:26])[C@@H:22]([NH:28][C:29](=[O:43])[C@H:30]([CH3:42])[NH:31][C:32]([O:34][CH2:35][C:36]2[CH:41]=[CH:40][CH:39]=[CH:38][CH:37]=2)=[O:33])[C@H:20]1[OH:21])(=O)C1C=CC=CC=1.C(N)CCC>>[NH2:9][C:10]1[N:18]=[CH:17][N:16]=[C:15]2[C:11]=1[N:12]=[CH:13][N:14]2[C@@H:19]1[O:24][C@H:23]([C:25]([OH:27])=[O:26])[C@@H:22]([NH:28][C:29](=[O:43])[C@H:30]([CH3:42])[NH:31][C:32]([O:34][CH2:35][C:36]2[CH:41]=[CH:40][CH:39]=[CH:38][CH:37]=2)=[O:33])[C@H:20]1[OH:21]. Procedure: 1-(6-Amino-9H-purin-9-yl)-3-(N-benzyloxycarbonyl-L-alanylamino)-1,3-dideoxy-β-D-ribofuranuronic acid (190 mg) was prepared by reacting 1-(6-benzoylamino-9H-purin-9-yl)-3-(N-benzyloxycarbonyl-L-alanylamino)-1,3-dideoxy-β-D-ribofuranuronic acid (280 mg) prepared in Example 13 with n-butylamine (1.5 ml) according to a similar manner to that of Example 23, mp. 151°-156° C. (dec.). The product is O=Cc1c(Cl)cncc1Cl. Reaction SMILES: [CH2:14]([Li:15])[CH2:16][CH2:17][CH3:18].[CH3:27][N:28]([CH:29]=[O:30])[CH3:31].[CH3:8][CH2:9][CH2:10][CH2:11][CH2:12][CH3:13].[CH:1]([NH:2][CH:3]([CH3:4])[CH3:5])([CH3:6])[CH3:7].[Cl:19][c:20]1[cH:21][n:22][cH:23][c:24]([Cl:26])[cH:25]1.[ClH:32].[O:33]1[CH2:34][CH2:35][CH2:36][CH2:37]1.[OH2:38]>>[Cl:19][c:20]1[cH:21][n:22][cH:23][c:24]([Cl:26])[c:25]1[CH:29]=[O:30]. The reactants are [Li]CCCC, CN(C)C=O, CCCCCC, CC(C)NC(C)C, Clc1cncc(Cl)c1, Cl, C1CCOC1, O. The reactants are CC(C)(C)OC(=O)N1CCC(Cc2ccc(N)cc2)CC1, O=C([O-])[O-], CCCCO, ClCCOCCCl, [K+], [K+], O. As a reaction SMILES: [C:1]([CH3:2])([CH3:3])([CH3:4])[O:5][C:6](=[O:7])[N:8]1[CH2:9][CH2:10][CH:11]([CH2:14][c:15]2[cH:16][cH:17][c:18]([NH2:21])[cH:19][cH:20]2)[CH2:12][CH2:13]1.[C:29](=[O:30])([O-:31])[O-:32].[CH2:36]([OH:37])[CH2:38][CH2:39][CH3:40].[Cl:22][CH2:23][CH2:24][O:25][CH2:26][CH2:27][Cl:28].[K+:33].[K+:34].[OH2:35]>>[C:1]([CH3:2])([CH3:3])([CH3:4])[O:5][C:6](=[O:7])[N:8]1[CH2:9][CH2:10][CH:11]([CH2:14][c:15]2[cH:16][cH:17][c:18]([N:21]3[CH2:23][CH2:24][O:25][CH2:26][CH2:27]3)[cH:19][cH:20]2)[CH2:12][CH2:13]1. The product is CC(C)(C)OC(=O)N1CCC(Cc2ccc(N3CCOCC3)cc2)CC1. The reactants are BrB(Br)Br, COc1cc(CN2C(=O)N(c3cnn(Cc4c(C)noc4C)c3)C(=O)C2(C)C)cc(OC)c1, ClCCl. Product: COc1cc(O)cc(CN2C(=O)N(c3cnn(Cc4c(C)noc4C)c3)C(=O)C2(C)C)c1. RXN SMILES: [B:34]([Br:35])([Br:36])[Br:37].[CH3:1][O:2][c:3]1[cH:4][c:5]([CH2:6][N:7]2[C:8](=[O:28])[N:9]([c:15]3[cH:16][n:17][n:18]([CH2:20][c:21]4[c:22]([CH3:27])[n:23][o:24][c:25]4[CH3:26])[cH:19]3)[C:10](=[O:14])[C:11]2([CH3:12])[CH3:13])[cH:29][c:30]([O:32][CH3:33])[cH:31]1.[Cl:38][CH2:39][Cl:40]>>[OH:2][c:3]1[cH:4][c:5]([CH2:6][N:7]2[C:8](=[O:28])[N:9]([c:15]3[cH:16][n:17][n:18]([CH2:20][c:21]4[c:22]([CH3:27])[n:23][o:24][c:25]4[CH3:26])[cH:19]3)[C:10](=[O:14])[C:11]2([CH3:12])[CH3:13])[cH:29][c:30]([O:32][CH3:33])[cH:31]1. Starting materials: CS(=O)(=O)NC1CCCCC1Nc1nc(Cl)ncc1Cl, COc1cc2c(cc1N)CCN(C(CF)CF)CC2. Yields the product COc1cc2c(cc1Nc1ncc(Cl)c(NC3CCCCC3NS(C)(=O)=O)n1)CCN(C(CF)CF)CC2. As a reaction SMILES: [Cl:20][c:21]1[n:22][cH:23][c:24]([Cl:39])[c:25]([NH:27][CH:28]2[CH:29]([NH:34][S:35](=[O:36])(=[O:37])[CH3:38])[CH2:30][CH2:31][CH2:32][CH2:33]2)[n:26]1.[F:1][CH2:2][CH:3]([CH2:4][F:5])[N:6]1[CH2:7][CH2:8][c:9]2[c:10]([cH:13][c:14]([NH2:19])[c:15]([O:17][CH3:18])[cH:16]2)[CH2:11][CH2:12]1>>[F:1][CH2:2][CH:3]([CH2:4][F:5])[N:6]1[CH2:7][CH2:8][c:9]2[c:10]([cH:13][c:14]([NH:19][c:21]3[n:22][cH:23][c:24]([Cl:39])[c:25]([NH:27][CH:28]4[CH:29]([NH:34][S:35](=[O:36])(=[O:37])[CH3:38])[CH2:30][CH2:31][CH2:32][CH2:33]4)[n:26]3)[c:15]([O:17][CH3:18])[cH:16]2)[CH2:11][CH2:12]1. The reactants are Cc1c(S)sc2ccccc12, O=C(CCl)N1CCCc2ccccc21, S, Sc1cc2ccccc2s1, O=C(CSc1cc2ccccc2s1)N1CCCc2ccccc21. The product is Cc1c(SCC(=O)N2CCCc3ccccc32)sc2ccccc12. As a reaction SMILES: [CH3:1][c:2]1[c:3]2[c:4]([s:5][c:6]1[SH:7])[cH:8][cH:9][cH:10][cH:11]2.[Cl:23][CH2:24][C:25](=[O:26])[N:27]1[CH2:28][CH2:29][CH2:30][c:31]2[cH:32][cH:33][cH:34][cH:35][c:36]21.[S:22].[s:12]1[c:13]([SH:14])[cH:15][c:16]2[cH:17][cH:18][cH:19][cH:20][c:21]12.[s:37]1[c:38]([S:39][CH2:40][C:41]([N:42]2[c:43]3[c:44]([cH:45][cH:46][cH:47][cH:48]3)[CH2:49][CH2:50][CH2:51]2)=[O:52])[cH:53][c:54]2[cH:55][cH:56][cH:57][cH:58][c:59]12>>[CH3:1][c:2]1[c:3]2[c:4]([s:5][c:6]1[S:7][CH2:24][C:25](=[O:26])[N:27]1[CH2:28][CH2:29][CH2:30][c:31]3[cH:32][cH:33][cH:34][cH:35][c:36]31)[cH:8][cH:9][cH:10][cH:11]2. Starting materials: NC1=NC=C2N=CN(C2=N1)CSCCO (2-amino-9-(2-hydroxyethylthiomethyl)-9H-purine), C(C)(=O)OC(C)=O (acetic anhydride). The reagents and catalysts are CN(C1=CC=NC=C1)C (4-dimethylaminopyridine). Run in CN(C)C=O (DMF). Reaction conditions: time 24 hour. The product is C(C)(=O)OCCSCN1C2=NC(=NC=C2N=C1)N (9-(2-Acetoxyethylthiomethyl)-2-amino-9H-purine). Reaction SMILES: [NH2:1][C:2]1[N:10]=[C:9]2[C:5]([N:6]=[CH:7][N:8]2[CH2:11][S:12][CH2:13][CH2:14][OH:15])=[CH:4][N:3]=1.[C:16](OC(=O)C)(=[O:18])[CH3:17]>CN(C)C1C=CN=CC=1.CN(C=O)C>[C:16]([O:15][CH2:14][CH2:13][S:12][CH2:11][N:8]1[CH:7]=[N:6][C:5]2[C:9]1=[N:10][C:2]([NH2:1])=[N:3][CH:4]=2)(=[O:18])[CH3:17]. Procedure: A 100 ml flask equipped with a magnetic stirring bar and a CaCl2 drying tube was charged with 1.0 g (4.4 mM) 2-amino-9-(2-hydroxyethylthiomethyl)-9H-purine, 0.054 g (0.44 mM) 4-dimethylaminopyridine, 0.9 ml (8.8 mM) acetic anhydride, and 200 ml of dry DMF. The solution was stirred for 24 hrs at room temperature and then quenched with 5 ml of MeOH. The solution was evaporated in vacuo (bath temp 40° C.) and the brown oil so obtained chromatographed using the "flash" method. Elution of the column ...